Dataset: the Open Reaction Database (ORD), a public repository of structured organic reaction records. Task: describe an organic reaction: reactants, conditions, products, and yield Starting materials: CCC(F)(F)COC(=O)c1ccccc1, CC(=O)COC(=O)c1ccccc1. Product: CC(F)(F)COC(=O)c1ccccc1. As a reaction SMILES: [F:14][C:15]([CH2:16][O:17][C:18]([c:19]1[cH:20][cH:21][cH:22][cH:23][cH:24]1)=[O:25])([CH2:26][CH3:27])[F:28].[O:1]=[C:2]([CH3:3])[CH2:4][O:5][C:6](=[O:7])[c:8]1[cH:9][cH:10][cH:11][cH:12][cH:13]1>>[F:14][C:15]([CH2:16][O:17][C:18]([c:19]1[cH:20][cH:21][cH:22][cH:23][cH:24]1)=[O:25])([CH3:26])[F:28]. Starting materials: CCCCCCCCOC(=O)c1ccc(-c2ccc(OC(=O)OC)cc2)cc1, CCO, ClCCl, N. The product is CCCCCCCCOC(=O)c1ccc(-c2ccc(O)cc2)cc1. As a reaction SMILES: [CH3:1][O:2][C:3](=[O:4])[O:5][c:6]1[cH:7][cH:8][c:9](-[c:12]2[cH:13][cH:14][c:15]([C:18](=[O:19])[O:20][CH2:21][CH2:22][CH2:23][CH2:24][CH2:25][CH2:26][CH2:27][CH3:28])[cH:16][cH:17]2)[cH:10][cH:11]1.[CH3:33][CH2:34][OH:35].[Cl:30][CH2:31][Cl:32].[NH3:29]>>[OH:5][c:6]1[cH:7][cH:8][c:9](-[c:12]2[cH:13][cH:14][c:15]([C:18](=[O:19])[O:20][CH2:21][CH2:22][CH2:23][CH2:24][CH2:25][CH2:26][CH2:27][CH3:28])[cH:16][cH:17]2)[cH:10][cH:11]1.